Dataset: the Open Reaction Database (ORD), a public repository of structured organic reaction records. Task: describe an organic reaction: reactants, conditions, products, and yield Reactants: ClC1=C(C=CC(=C1)Cl)O (2,4-dichlorophenol), FC1=C(C=CC=C1)[N+](=O)[O-] (2-fluoro-1-nitrobenzene), C([O-])([O-])=O.[K+].[K+] (potassium carbonate), C(Cl)Cl (DCM). Solvent: CN(C)C=O (DMF), O (water), C(C)#N (acetonitrile), O (water), CO (MeOH). The product is ClC1=C(C=CC(=C1)Cl)OC1=C(C=CC=C1)[N+](=O)[O-] (2,4-Dichloro-1-(2-nitro-phenoxy)-benzene). As a reaction SMILES: [Cl:1][C:2]1[CH:7]=[C:6]([Cl:8])[CH:5]=[CH:4][C:3]=1[OH:9].F[C:11]1[CH:16]=[CH:15][CH:14]=[CH:13][C:12]=1[N+:17]([O-:19])=[O:18].C(=O)([O-])[O-].[K+].[K+].C(Cl)Cl>CN(C=O)C.O.C(#N)C.CO>[Cl:1][C:2]1[CH:7]=[C:6]([Cl:8])[CH:5]=[CH:4][C:3]=1[O:9][C:11]1[CH:16]=[CH:15][CH:14]=[CH:13][C:12]=1[N+:17]([O-:19])=[O:18] |f:2.3.4|. Reported procedure: 2,4-dichlorophenol (3.0 g, 18.4 mmol), 2-fluoro-1-nitrobenzene (1.28 ml, 12.1 mmol) and potassium carbonate (3.0 g, 22.1 mmol) were mixed in DMF (10 ml) and heated at reflux for 3 h. DMF removed in-vacuo. NaOH (1M) added, and extracted with diethyl ether, organic layers dried over MgSO4 and evaporated to dryness, to afford a yellow solid. 3.7 g, >100%, m.p. 54-55° C., Rf. 0.80 (DCM), LCMS tr=5.02 min (50% MeOH and 50% water at 0.5 ml/min), m/z M+H 283.06, 285.07, HPLC tr=2.39 min (Isocratic 90% ... Reactants: BrCCCOC=1C=C(C=CC1)C1=NOC2=C1SC=C2 (3-[3-(3-bromo-propoxy)-phenyl]-thieno[2,3-d]isoxazole), ClCCCOC=1C=C(C=CC1)C1=NOC2=C1SC=C2 (3-[3-(3-chloro-propoxy)-phenyl]-thieno[2,3-d]isoxazole), NCC=1C=NC=CC1 (3-(aminomethyl)pyridine), C([O-])([O-])=O.[K+].[K+] (potassium carbonate). Yields the product N1=CC(=CC=C1)CNCCCOC1=CC(=CC=C1)C1=NOC2=C1SC=C2 (pyridin-3-ylmethyl-[3-(3-thieno[2,3-d]isoxazol-3-yl-phenoxy)-propyl]-amine). Isolated yield 77.0%. As a reaction SMILES: Br[CH2:2][CH2:3][CH2:4][O:5][C:6]1[CH:7]=[C:8]([C:12]2[C:16]3[S:17][CH:18]=[CH:19][C:15]=3[O:14][N:13]=2)[CH:9]=[CH:10][CH:11]=1.ClCCCOC1C=C(C2C3SC=CC=3ON=2)C=CC=1.[NH2:39][CH2:40][C:41]1[CH:42]=[N:43][CH:44]=[CH:45][CH:46]=1.C(=O)([O-])[O-].[K+].[K+]>>[N:43]1[CH:44]=[CH:45][CH:46]=[C:41]([CH2:40][NH:39][CH2:2][CH2:3][CH2:4][O:5][C:6]2[CH:11]=[CH:10][CH:9]=[C:8]([C:12]3[C:16]4[S:17][CH:18]=[CH:19][C:15]=4[O:14][N:13]=3)[CH:7]=2)[CH:42]=1 |f:3.4.5|. Procedure details: The title compound is prepared from a mixture of 3-[3-(3-bromo-propoxy)-phenyl]-thieno[2,3-d]isoxazole, 3-[3-(3-chloro-propoxy)-phenyl]-thieno[2,3-d]isoxazole, 3-(aminomethyl)pyridine and potassium carbonate essentially as described above in example 4. Combine the appropriate fractions and concentrate to give the title compound (0.28 g, 77% Yield) as and oil. Purity by LC/MS (APCI)=98% area, [M+H]+=366 m/e. The reactants are [Br-], C[Mg+], CN(C)S(=O)(=O)n1cc(CC(C)(C)C)nc1C(=O)Cc1ccc(N2CCCc3cnn(COCC[Si](C)(C)C)c32)cc1, C1CCOC1. Yields the product CN(C)S(=O)(=O)n1cc(CC(C)(C)C)nc1C(C)(O)Cc1ccc(N2CCCc3cnn(COCC[Si](C)(C)C)c32)cc1. RXN SMILES: [Br-:1].[CH3:2][Mg+:3].[CH3:4][C:5]([CH2:6][c:7]1[n:8][c:9]([C:18]([CH2:19][c:20]2[cH:21][cH:22][c:23]([N:26]3[c:27]4[c:28]([cH:32][n:33][n:34]4[CH2:35][O:36][CH2:37][CH2:38][Si:39]([CH3:40])([CH3:41])[CH3:42])[CH2:29][CH2:30][CH2:31]3)[cH:24][cH:25]2)=[O:43])[n:10]([S:12](=[O:13])(=[O:14])[N:15]([CH3:16])[CH3:17])[cH:11]1)([CH3:44])[CH3:45].[O:46]1[CH2:47][CH2:48][CH2:49][CH2:50]1>>[CH3:2][C:18]([c:9]1[n:8][c:7]([CH2:6][C:5]([CH3:4])([CH3:44])[CH3:45])[cH:11][n:10]1[S:12](=[O:13])(=[O:14])[N:15]([CH3:16])[CH3:17])([CH2:19][c:20]1[cH:21][cH:22][c:23]([N:26]2[c:27]3[c:28]([cH:32][n:33][n:34]3[CH2:35][O:36][CH2:37][CH2:38][Si:39]([CH3:40])([CH3:41])[CH3:42])[CH2:29][CH2:30][CH2:31]2)[cH:24][cH:25]1)[OH:43]. Starting materials: CCOC(=O)c1ccc(OC)c(COCCOC)c1, C1CCOC1, [Na+], [OH-]. Reaction SMILES: [CH2:1]([CH3:2])[O:3][C:4]([c:5]1[cH:6][c:7]([CH2:13][O:14][CH2:15][CH2:16][O:17][CH3:18])[c:8]([O:11][CH3:12])[cH:9][cH:10]1)=[O:19].[CH2:22]1[O:23][CH2:24][CH2:25][CH2:26]1.[Na+:21].[OH-:20]>>[O:3]=[C:4]([c:5]1[cH:6][c:7]([CH2:13][O:14][CH2:15][CH2:16][O:17][CH3:18])[c:8]([O:11][CH3:12])[cH:9][cH:10]1)[OH:19]. Yields the product COCCOCc1cc(C(=O)O)ccc1OC. Reactants: CC1=C(N)C=CC(=C1)[N+](=O)[O-] (2-methyl-4-nitroaniline), ClOC(C)(C)C (Tertiary butyl hypochloride). Solvent: C1(=CC=CC=C1)C (toluene), O (water). Yields the product ClC1=C(N)C(=CC(=C1)[N+](=O)[O-])C (2-chloro-4-nitro-6-methylaniline). Yield: 80.6%. RXN SMILES: [CH3:1][C:2]1[CH:8]=[C:7]([N+:9]([O-:11])=[O:10])[CH:6]=[CH:5][C:3]=1[NH2:4].[Cl:12]OC(C)(C)C>C1(C)C=CC=CC=1.O>[Cl:12][C:5]1[CH:6]=[C:7]([N+:9]([O-:11])=[O:10])[CH:8]=[C:2]([CH3:1])[C:3]=1[NH2:4]. Reported procedure: 2-methyl-4-nitroaniline (56.0 g, 0.368 mol) was dispersed in toluene (430 ml) in a 1 liter four-neck flask. Tertiary butyl hypochloride (46.0 g, 0.423 mol) was added dropwise thereto, while cooled in iced water and stirred. The mixture was stirred at room temperature for 3 hours. The solids were filtered and washed three times with 200 ml of a 50% aqueous ethanol three times. They were then dried at 40° C. at a reduced pressure to obtain 55.33 g of a yellow solid (production yield 80%). The yell... Reaction SMILES: [NH2:1][C:2]1[C:7]([Br:8])=[CH:6][C:5]([S:9](N)(=[O:11])=[O:10])=[CH:4][C:3]=1[Br:13].[Cl:14]S(O)(=O)=O>>[NH2:1][C:2]1[C:7]([Br:8])=[CH:6][C:5]([S:9]([Cl:14])(=[O:11])=[O:10])=[CH:4][C:3]=1[Br:13]. Yields the product NC1=C(C=C(C=C1Br)S(=O)(=O)Cl)Br (4-amino-3,5-dibromobenzenesulfonylchloride). Starting materials: NC1=C(C=C(C=C1Br)S(=O)(=O)N)Br (4-amino-3,5-dibromobenzenesulfonamide), ClS(=O)(=O)O (chlorosulfonic acid), ice water. Procedure: A solution of 15 g. of 4-amino-3,5-dibromobenzenesulfonamide in 45 ml. of chlorosulfonic acid is heated on a steam bath at 95° C. for two hours. The reaction mixture is cooled and poured onto 400 ml. of ice/water mixture. The resultant precipitate is filtered, dissolved in methylene chloride, and the methylene chloride solution is dried, filtered and evaporated to dryness, affording 4-amino-3,5-dibromobenzenesulfonylchloride, m.p. 153°-155° C.